From a dataset of the Open Reaction Database (ORD), a public repository of structured organic reaction records. describe an organic reaction: reactants, conditions, products, and yield Starting materials: S(=O)(=O)(O)O.NOCCN(C[C@@H]1[C@H]([C@H]([C@@H](O1)N1C(=NC=2C(N)=NC=NC12)C)O)O)C (5′-[(2-Aminooxyethyl)methylamino]-5′-deoxy-8-methyladenosine sulfate), C(C)OC(C)=NOCCN(C[C@@H]1[C@H]([C@H]([C@@H](O1)N1C(=NC=2C(N)=NC=NC12)C1=CC=CC=C1)O)O)C (5′-Deoxy-5′-[[2-[[(1-ethoxyethylidene)amino]oxy]ethyl]methylamino]-8-phenyladenosine). The product is S(=O)(=O)(O)O.NOCCN(C[C@@H]1[C@H]([C@H]([C@@H](O1)N1C(=NC=2C(N)=NC=NC12)C1=CC=CC=C1)O)O)C (5′-[(2-Aminooxyethyl)methylamino]-5′-deoxy-8-phenyladenosine sulfate). As a reaction SMILES: [S:1]([OH:5])([OH:4])(=[O:3])=[O:2].NOCCN(C)C[C@H]1O[C@@H](N2C3N=CN=C(N)C=3N=C2C)[C@H](O)[C@@H]1O.C(OC(=[N:36][O:37][CH2:38][CH2:39][N:40]([CH3:65])[CH2:41][C@H:42]1[O:46][C@@H:45]([N:47]2[C:56]3[N:55]=[CH:54][N:53]=[C:51]([NH2:52])[C:50]=3[N:49]=[C:48]2[C:57]2[CH:62]=[CH:61][CH:60]=[CH:59][CH:58]=2)[C@H:44]([OH:63])[C@@H:43]1[OH:64])C)C>>[S:1]([OH:5])([OH:4])(=[O:3])=[O:2].[NH2:36][O:37][CH2:38][CH2:39][N:40]([CH3:65])[CH2:41][C@H:42]1[O:46][C@@H:45]([N:47]2[C:56]3[N:55]=[CH:54][N:53]=[C:51]([NH2:52])[C:50]=3[N:49]=[C:48]2[C:57]2[CH:58]=[CH:59][CH:60]=[CH:61][CH:62]=2)[C@H:44]([OH:63])[C@@H:43]1[OH:64] |f:0.1,3.4|. Procedure details: Compound 7c was prepared by the same procedure as described for the preparation of 7a using 6c (99 mg, 0.20 mmol): yield 57 mg (42%), MS: m/z 416 (M+H)+; 1HNMR (D2O) δ 8.37 (s, 1H, H-2), 7.73-7.76 (m, 2H, 8-phenyl o-H's), 7.60-7.70 (m, 3H, 8-phenyl m- and p-H's), 6.02 (d, 1H, H-1′, J1′,2′=5.7 Hz), 5.25 (t, 1H, H-2′, J2′,3′=4.9 Hz), 4.46-4.54 (bm, 2H, H-3′, 4′), 4.03 (t, 2H, NH2O—CH2), 3.87-4.0 (m, 1H, 5′-CH2), 3.61-3.67 (m, 1H, 5′-CH2), 3.50-3.55 (m, 2H, N(CH3)—CH2), 3.0 (s, 3H, N—CH3); UV λmax,... Reactants: Cc1nc(-c2cn(-c3cc(C(F)(F)F)cc(-c4ccc(C(F)(F)F)cc4)n3)cn2)sc1S(=O)(=O)NC(C)(C)C, ClCCl, O=C(O)C(F)(F)F. Yields the product Cc1nc(-c2cn(-c3cc(C(F)(F)F)cc(-c4ccc(C(F)(F)F)cc4)n3)cn2)sc1S(N)(=O)=O. As a reaction SMILES: [C:1]([CH3:2])([CH3:3])([CH3:4])[NH:5][S:6](=[O:7])(=[O:8])[c:9]1[c:10]([CH3:39])[n:11][c:12](-[c:14]2[n:15][cH:16][n:17](-[c:19]3[n:20][c:21](-[c:29]4[cH:30][cH:31][c:32]([C:35]([F:36])([F:37])[F:38])[cH:33][cH:34]4)[cH:22][c:23]([C:25]([F:26])([F:27])[F:28])[cH:24]3)[cH:18]2)[s:13]1.[Cl:47][CH2:48][Cl:49].[F:40][C:41]([F:42])([F:43])[C:44]([OH:45])=[O:46]>>[NH2:5][S:6](=[O:7])(=[O:8])[c:9]1[c:10]([CH3:39])[n:11][c:12](-[c:14]2[n:15][cH:16][n:17](-[c:19]3[n:20][c:21](-[c:29]4[cH:30][cH:31][c:32]([C:35]([F:36])([F:37])[F:38])[cH:33][cH:34]4)[cH:22][c:23]([C:25]([F:26])([F:27])[F:28])[cH:24]3)[cH:18]2)[s:13]1.